Dataset: the Open Reaction Database (ORD), a public repository of structured organic reaction records. Task: describe an organic reaction: reactants, conditions, products, and yield The reactants are O=C([O-])O, ClCCl, NCC1(CN)COC1, [Na+], O, ClC(c1ccccc1)(c1ccccc1)c1ccccc1. The product is NCC1(CNC(c2ccccc2)(c2ccccc2)c2ccccc2)COC1. As a reaction SMILES: [C:32](=[O:33])([OH:34])[O-:35].[Cl:1][CH2:2][Cl:3].[NH2:4][CH2:5][C:6]1([CH2:10][NH2:11])[CH2:7][O:8][CH2:9]1.[Na+:36].[OH2:37].[c:12]1([C:18]([c:19]2[cH:20][cH:21][cH:22][cH:23][cH:24]2)([c:25]2[cH:26][cH:27][cH:28][cH:29][cH:30]2)[Cl:31])[cH:13][cH:14][cH:15][cH:16][cH:17]1>>[NH2:4][CH2:5][C:6]1([CH2:10][NH:11][C:18]([c:12]2[cH:13][cH:14][cH:15][cH:16][cH:17]2)([c:19]2[cH:20][cH:21][cH:22][cH:23][cH:24]2)[c:25]2[cH:26][cH:27][cH:28][cH:29][cH:30]2)[CH2:7][O:8][CH2:9]1. Starting materials: COC(C[C@@H]1COC2=C1C=CC(=C2)O[C@@H]2CCC1=C(C=CC(=C21)F)O)=O ({(S)-6-[(R)-7-fluoro-4-hydroxy-indan-1-yloxy]-2,3-dihydro-benzofuran-3-yl}-acetic acid methyl ester), CN1N=CC2=CC(=CC=C12)B(O)O (1-methyl-indazole-5-boronic acid), Intermediate 6. The product is COC(C[C@@H]1COC2=C1C=CC(=C2)O[C@@H]2CCC1=C(C=CC(=C21)F)OC=2C=C1C=NN(C1=CC2)C)=O ({(S)-6-[(R)-7-Fluoro-4-(1-methyl-1H-indazol-5-yloxy)-indan-1-yloxy]-2,3-dihydro-benzofuran-3-yl}-acetic acid methyl ester). As a reaction SMILES: [CH3:1][O:2][C:3](=[O:26])[CH2:4][C@H:5]1[C:9]2[CH:10]=[CH:11][C:12]([O:14][C@H:15]3[C:23]4[C:18](=[C:19]([OH:25])[CH:20]=[CH:21][C:22]=4[F:24])[CH2:17][CH2:16]3)=[CH:13][C:8]=2[O:7][CH2:6]1.[CH3:27][N:28]1[C:36]2[C:31](=[CH:32][C:33](B(O)O)=[CH:34][CH:35]=2)[CH:30]=[N:29]1>>[CH3:1][O:2][C:3](=[O:26])[CH2:4][C@H:5]1[C:9]2[CH:10]=[CH:11][C:12]([O:14][C@H:15]3[C:23]4[C:18](=[C:19]([O:25][C:33]5[CH:32]=[C:31]6[C:36](=[CH:35][CH:34]=5)[N:28]([CH3:27])[N:29]=[CH:30]6)[CH:20]=[CH:21][C:22]=4[F:24])[CH2:17][CH2:16]3)=[CH:13][C:8]=2[O:7][CH2:6]1. Procedure: The title compound is prepared from {(S)-6-[(R)-7-fluoro-4-hydroxy-indan-1-yloxy]-2,3-dihydro-benzofuran-3-yl}-acetic acid methyl ester and 1-methyl-indazole-5-boronic acid following a procedure analogous to that described for Intermediate 6. LC (method 3): tR=0.65 min; Mass spectrum (ESI+): m/z=489 [M+H]+. Starting materials: [O-][Si](=O)[O-].[Na+].[Na+] (sodium meta-silicate), O.[Na] (sodium hydrate), Teflon, O=[Al-]=O.[Na+] (sodium aluminate), aluminate. The solvent is O (water). Run at temperature 100 celsius. Yields the product O.[O-2].[O-2].[O-2].[O-2].[O-2].[O-2].[Na+].[Na+].[Al+3].[Al+3].[Si+4] (zeolite A). As a reaction SMILES: [OH2:1].[Na].[O:3]=[Al-:4]=O.[Na+:6].[O-:7][Si:8]([O-])=O.[Na+].[Na+]>O>[OH2:3].[O-2:7].[O-2:1].[O-2:3].[O-2:3].[O-2:3].[O-2:3].[Na+:6].[Na+:6].[Al+3:4].[Al+3:4].[Si+4:8] |f:0.1,2.3,4.5.6,8.9.10.11.12.13.14.15.16.17.18.19,^1:1|. Reported procedure: 0.723 g of sodium hydrate (97%) was dissolved in 80 ml of distilled water, and then it was divided into two Teflon reaction containers in halves for each. In one container it was dissolved by adding 8.258 g of sodium aluminate, and in the other container it was dissolved by adding 15.48 g of sodium meta-silicate. Subsequently, gel was formed as a result of adding the silicate solution to the aluminate solution quickly. It was stirred until gel became completely dissolved and then heated at 100° ... Reactants: C(C)(C)O (isopropanol), OC(CNC(=CC(=O)OC)C)CO (Methyl 3-(2,3-dihydroxypropyl)amino-2-butenoate), ClC=1N=C(C(=NC1Cl)N)[N+](=O)[O-] (5,6-dichloro-3-nitropyrazinamine). Solvent: C(C)N(CC)CC (triethylamine). The product is NC1=C(N=C(C(=N1)C(C(=O)OC)=C(C)NCC(CO)O)Cl)[N+](=O)[O-] (Methyl 2-[6-amino-3-chloro-5-nitropyrazin-2-yl]-3-(2,3-dihydroxypropyl)amino-2-butenoate). As a reaction SMILES: C(O)(C)C.[OH:5][CH:6]([CH2:16][OH:17])[CH2:7][NH:8][C:9]([CH3:15])=[CH:10][C:11]([O:13][CH3:14])=[O:12].[Cl:18][C:19]1[N:20]=[C:21]([N+:27]([O-:29])=[O:28])[C:22]([NH2:26])=[N:23][C:24]=1Cl>C(N(CC)CC)C>[NH2:26][C:22]1[N:23]=[C:24]([C:10](=[C:9]([NH:8][CH2:7][CH:6]([OH:5])[CH2:16][OH:17])[CH3:15])[C:11]([O:13][CH3:14])=[O:12])[C:19]([Cl:18])=[N:20][C:21]=1[N+:27]([O-:29])=[O:28]. Procedure details: To 75 ml of isopropanol is added 3.3 g (0.017 m) methyl 3-(2,3-dihydroxypropyl)amino-2-butenoate (3), 4.18 g (0.02 m) 5,6-dichloro-3-nitropyrazinamine (5), and 2.0 g (0.02 m) triethylamine. This solution is heated at 60°-65° for two days. The reaction mixture is then stripped on the rotary evaporator and the residue chromatographed on silica gel eluted with 12% methanol/chloroform. Material with Rf =0.5 is collected and after crystallization from acetonitrile the desired product is an orange sol... Starting materials: [Na+].[Cl-] (NaCl), [H-].[Na+] (NaH), ClC=1C=CC(=C(C1)C=1NC(=CC1C(=O)N)C1=NC(=NC=C1)NC)C (2-(5-chloro-2-methyl-phenyl)-5-(2-methylamino-pyrimidin-4-yl)-1H-pyrrole-3-carboxamide), C1CCOC1 (THF), C[SiH](C)C ((trimethyl)silane). Run at time 20 minute. The product is ClC=1C=CC(=C(C1)C=1N(C(=CC1C(=O)N)C1=NC(=NC=C1)NC)COCC[Si](C)(C)C)C (2-(5-Chloro-2-methylphenyl)-5-[2-(methylamino)pyrimidin-4-yl]-1-{[2-(trimethylsilyl)ethoxy]methyl}-1H-pyrrole-3-carboxamide). Yield: 45.0%. RXN SMILES: [H-].[Na+].[Cl:3][C:4]1[CH:5]=[CH:6][C:7]([CH3:26])=[C:8]([C:10]2[NH:11][C:12]([C:18]3[CH:23]=[CH:22][N:21]=[C:20]([NH:24][CH3:25])[N:19]=3)=[CH:13][C:14]=2[C:15]([NH2:17])=[O:16])[CH:9]=1.[CH3:27][SiH:28]([CH3:30])[CH3:29].[Na+].[Cl-].C1[CH2:37][O:36][CH2:35][CH2:34]1>>[Cl:3][C:4]1[CH:5]=[CH:6][C:7]([CH3:26])=[C:8]([C:10]2[N:11]([CH2:37][O:36][CH2:35][CH2:34][Si:28]([CH3:30])([CH3:29])[CH3:27])[C:12]([C:18]3[CH:23]=[CH:22][N:21]=[C:20]([NH:24][CH3:25])[N:19]=3)=[CH:13][C:14]=2[C:15]([NH2:17])=[O:16])[CH:9]=1 |f:0.1,4.5|. Procedure details: NaH (60% dispersion in mineral oil, 160 mg, 4.0 mmol) was added to a suspension of 2-(5-chloro-2-methyl-phenyl)-5-(2-methylamino-pyrimidin-4-yl)-1H-pyrrole-3-carboxamide (1.0 g, 2.92 mmol) in dry THF (15 mL) at 0° C. The reaction was kept at the same temperature for 20 min then 2-(chloromethoxy)ethyl](trimethyl)silane (0.714 mL, 4.0 mmol) was added and the mixture was stirred at room temperature for 2 h. Saturated aqueous NaCl (20 mL) was added at 0° C. and the mixture was extracted with EtOAc (...